Dataset: the Open Reaction Database (ORD), a public repository of structured organic reaction records. Task: describe an organic reaction: reactants, conditions, products, and yield Starting materials: CO, [O-][Cl+3]([O-])([O-])[O-], [O-][Cl+3]([O-])([O-])[O-], [Na+], O, O, C[N+](C)=Cc1cn(-c2ccccc2)nc1-c1ccc(Cl)cc1. The product is O=Cc1cn(-c2ccccc2)nc1-c1ccc(Cl)cc1. Reaction SMILES: [CH3:36][OH:37].[Cl+3:3]([O-:4])([O-:5])([O-:6])[O-:7].[Cl+3:9]([O-:10])([O-:11])([O-:12])[O-:13].[Na+:8].[OH2:1].[OH2:2].[c:14]1(-[n:20]2[n:21][c:22](-[c:29]3[cH:30][cH:31][c:32]([Cl:35])[cH:33][cH:34]3)[c:23]([CH:25]=[N+:26]([CH3:27])[CH3:28])[cH:24]2)[cH:15][cH:16][cH:17][cH:18][cH:19]1>>[O:1]=[CH:25][c:23]1[c:22](-[c:29]2[cH:30][cH:31][c:32]([Cl:35])[cH:33][cH:34]2)[n:21][n:20](-[c:14]2[cH:15][cH:16][cH:17][cH:18][cH:19]2)[cH:24]1. The reactants are FC1=CC=C(C=C1)CC1=CN=C2C(=C(C(NC2=C1)=O)C(=O)OCC)O (ethyl 7-[(4-fluorophenyl)methyl]-4-hydroxy-2-oxo-1,2-dihydro-1,5-naphthyridine-3-carboxylate), NC(CO)(C)C (2-amino-2-methyl-1-propanol). Solvent: CN(C=O)C (N,N-dimethylformamide). Product: FC1=CC=C(C=C1)CC1=CN=C2C(=C(C(NC2=C1)=O)C(=O)NC(CO)(C)C)O (7-[(4-Fluorophenyl)methyl]-4-hydroxy-N-(2-hydroxy-1,1-dimethylethyl)-2-oxo-1,2-dihydro-1,5-naphthyridine-3-carboxamide). As a reaction SMILES: [F:1][C:2]1[CH:7]=[CH:6][C:5]([CH2:8][C:9]2[CH:18]=[C:17]3[C:12]([C:13]([OH:25])=[C:14]([C:20](OCC)=[O:21])[C:15](=[O:19])[NH:16]3)=[N:11][CH:10]=2)=[CH:4][CH:3]=1.[NH2:26][C:27]([CH3:31])([CH3:30])[CH2:28][OH:29]>CN(C)C=O>[F:1][C:2]1[CH:3]=[CH:4][C:5]([CH2:8][C:9]2[CH:18]=[C:17]3[C:12]([C:13]([OH:25])=[C:14]([C:20]([NH:26][C:27]([CH3:31])([CH3:30])[CH2:28][OH:29])=[O:21])[C:15](=[O:19])[NH:16]3)=[N:11][CH:10]=2)=[CH:6][CH:7]=1. Procedure details: This compound was prepared from ethyl 7-[(4-fluorophenyl)methyl]-4-hydroxy-2-oxo-1,2-dihydro-1,5-naphthyridine-3-carboxylate and 2-amino-2-methyl-1-propanol employing methods similar to those described in Example 2 and using N,N-dimethylformamide as the reaction solvent. The product was obtained as an off-white solid: 1H NMR (d6-DMSO) tautomers are observed δ 11.95 (1H, br s), 10.95 (1H, br s), 10.01 (1H, br s), 8.17 (0.70H, s), 8.13 (0.30H, s), 7.34-7.25 (3H, m), 7.15-7.09 (2H, m), 4.86 (1H, br... The reactants are BrC1=CSC=2C(=NNC(C21)=O)C2=CC=NC=C2 (3-bromo-7-pyridin-4-yl-5H-thieno[2,3-d]pyridazin-4-one), N1=C(C=CC=C1)CCO (2-pyridin-2-yl-ethanol). The product is BrC1=CSC=2C(=NN(C(C21)=O)CCC2=NC=CC=C2)C2=CC=NC=C2 (3-Bromo-7-pyridin-4-yl-5-[2-(pyridin-2-yl)ethyl]thieno[2,3-d]pyridazin-4(5H)-one). Isolated yield 70.0%. Reaction SMILES: [Br:1][C:2]1[C:10]2[C:9](=[O:11])[NH:8][N:7]=[C:6]([C:12]3[CH:17]=[CH:16][N:15]=[CH:14][CH:13]=3)[C:5]=2[S:4][CH:3]=1.[N:18]1[CH:23]=[CH:22][CH:21]=[CH:20][C:19]=1[CH2:24][CH2:25]O>>[Br:1][C:2]1[C:10]2[C:9](=[O:11])[N:8]([CH2:25][CH2:24][C:19]3[CH:20]=[CH:21][CH:22]=[CH:23][N:18]=3)[N:7]=[C:6]([C:12]3[CH:17]=[CH:16][N:15]=[CH:14][CH:13]=3)[C:5]=2[S:4][CH:3]=1. Procedure: The title compound was prepared in analogy to the process described in Example 3.4 starting from 3-bromo-7-pyridin-4-yl-5H-thieno[2,3-d]pyridazin-4-one and 2-pyridin-2-yl-ethanol. Yield: 70%. Reactants: O (water), CC1(CNC(O1)=O)C1=CC(=C(C=C1)OC)OCC (5-methyl-5-(3-ethoxy-4-methoxyphenyl)-2-oxazolidinone), [H-].[Na+] (sodium hydride), BrCC1CC1 ((bromomethyl)cyclopropane). The solvent is CN(C=O)C (dimethylformamide). Product: CC1(CN(C(O1)=O)CC1CC1)C1=CC(=C(C=C1)OC)OCC (5-methyl-5-(3-ethoxy-4-methoxyphenyl)-3-cyclopropylmethyl-2-oxazolidinone). Yield: 71.7%. Reaction SMILES: [CH3:1][C:2]1([C:8]2[CH:13]=[CH:12][C:11]([O:14][CH3:15])=[C:10]([O:16][CH2:17][CH3:18])[CH:9]=2)[O:6][C:5](=[O:7])[NH:4][CH2:3]1.[H-].[Na+].Br[CH2:22][CH:23]1[CH2:25][CH2:24]1.O>CN(C)C=O>[CH3:1][C:2]1([C:8]2[CH:13]=[CH:12][C:11]([O:14][CH3:15])=[C:10]([O:16][CH2:17][CH3:18])[CH:9]=2)[O:6][C:5](=[O:7])[N:4]([CH2:22][CH:23]2[CH2:25][CH2:24]2)[CH2:3]1 |f:1.2|. Procedure: 500 mg (2.0 mmol) of 5-methyl-5-(3-ethoxy-4-methoxyphenyl)-2-oxazolidinone was first stirred with 60 mg (2.5 mmol) of sodium hydride in 14 ml of dimethylformamide for 30 minutes and, after addition of 0.26 ml (3.0 mmol) of (bromomethyl)cyclopropane for 17 hours at room temperature. The reaction mixture was combined with 50 ml of water and then extracted with ethyl acetate. The ethyl acetate phase was washed with water, dried over sodium sulfate, filtered, and concentrated (766 mg of a yellow oil... Starting materials: CCC(=O)Cl, CCCc1cccc(CCC)c1OC. The product is CCCc1cc(C(=O)CC)cc(CCC)c1OC. Reaction SMILES: [C:15]([CH2:16][CH3:17])(=[O:18])[Cl:19].[CH2:1]([CH2:2][CH3:3])[c:4]1[c:5]([O:13][CH3:14])[c:6]([CH2:10][CH2:11][CH3:12])[cH:7][cH:8][cH:9]1>>[CH2:1]([CH2:2][CH3:3])[c:4]1[c:5]([O:13][CH3:14])[c:6]([CH2:10][CH2:11][CH3:12])[cH:7][c:8]([C:15]([CH2:16][CH3:17])=[O:18])[cH:9]1.